The task is: describe an organic reaction: reactants, conditions, products, and yield. This data is from the Open Reaction Database (ORD), a public repository of structured organic reaction records. Starting materials: ClN1C(CCC1=O)=O (N-Chlorosuccinimide), ClC=1N=CC(=NC1)N1CCC(CC1)N1C([C@H](CC1)NC1=C(C=C(C=C1)S(=O)(=O)C)F)=O ((S)-1-(1-(5-chloropyrazin-2-yl)piperidin-4-yl)-3-(2-fluoro-4-(methylsulfonyl)phenylamino)pyrrolidin-2-one). Solvent: CC(=O)O (AcOH). Conditions: temperature 50 celsius, time 1.5 hour. Yields the product ClC=1C(=NC=C(N1)Cl)N1CCC(CC1)N1C([C@H](CC1)NC1=C(C=C(C=C1)S(=O)(=O)C)F)=O ((S)-1-(1-(3,5-dichloropyrazin-2-yl)piperidin-4-yl)-3-(2-fluoro-4-(methylsulfonyl)phenylamino)pyrrolidin-2-one). The yield is 53.3%. As a reaction SMILES: [Cl:1]N1C(=O)CCC1=O.[Cl:9][C:10]1[N:11]=[CH:12][C:13]([N:16]2[CH2:21][CH2:20][CH:19]([N:22]3[CH2:26][CH2:25][C@H:24]([NH:27][C:28]4[CH:33]=[CH:32][C:31]([S:34]([CH3:37])(=[O:36])=[O:35])=[CH:30][C:29]=4[F:38])[C:23]3=[O:39])[CH2:18][CH2:17]2)=[N:14][CH:15]=1>CC(O)=O>[Cl:1][C:12]1[C:13]([N:16]2[CH2:21][CH2:20][CH:19]([N:22]3[CH2:26][CH2:25][C@H:24]([NH:27][C:28]4[CH:33]=[CH:32][C:31]([S:34]([CH3:37])(=[O:35])=[O:36])=[CH:30][C:29]=4[F:38])[C:23]3=[O:39])[CH2:18][CH2:17]2)=[N:14][CH:15]=[C:10]([Cl:9])[N:11]=1. Reported procedure: N-Chlorosuccinimide (0.016 g, 0.12 mmol) was added to a mixture of (S)-1-(1-(5-chloropyrazin-2-yl)piperidin-4-yl)-3-(2-fluoro-4-(methylsulfonyl)phenylamino)pyrrolidin-2-one (Example 4; 0.042 g, 0.090 mmol) in AcOH (0.3 mL). The mixture was stirred at 50° C. for 1.5 hour and then cooled to ambient temperature. The volatiles were removed by a stream of flowing nitrogen and the resulting residue was stirred in a mixture of saturated aqueous Na2SO3 (1.5 mL) and EtOAc (1.5 mL) for 15 minutes. The mix... The reactants are ClC1=C2C=C(C(=NC2=NC=C1)C)OCC (5-chloro-3-ethoxy-2-methyl-1,8 naphthyridine), NC1=CC=CC(=N1)OCC (6-amino-2-ethoxypyridine). The reagents and catalysts are Cl (hydrochloric acid). Run in IMS. Product: Cl.C(C)OC=1C(=NC2=NC=CC(=C2C1)NC1=NC(=CC=C1)OCC)C (3-ethoxy-5-(6-ethoxy-2-pyridylamino)-2-methyl-1,8-naphthyridine hydrochloride). Reaction SMILES: [Cl:1][C:2]1[CH:11]=[CH:10][N:9]=[C:8]2[C:3]=1[CH:4]=[C:5]([O:13][CH2:14][CH3:15])[C:6]([CH3:12])=[N:7]2.[NH2:16][C:17]1[N:22]=[C:21]([O:23][CH2:24][CH3:25])[CH:20]=[CH:19][CH:18]=1>Cl>[ClH:1].[CH2:14]([O:13][C:5]1[C:6]([CH3:12])=[N:7][C:8]2[C:3]([CH:4]=1)=[C:2]([NH:16][C:17]1[CH:18]=[CH:19][CH:20]=[C:21]([O:23][CH2:24][CH3:25])[N:22]=1)[CH:11]=[CH:10][N:9]=2)[CH3:15] |f:3.4|. Reported procedure: A mixture of 5-chloro-3-ethoxy-2-methyl-1,8 naphthyridine (0.98 g), 6-amino-2-ethoxypyridine (0.6 g), IMS (25 ml) and concentrated hydrochloric acid (2 drops) was boiled under reflux for 18 hours. The mixture was cooled and filtered to give 3-ethoxy-5-(6-ethoxy-2-pyridylamino)-2-methyl-1,8-naphthyridine hydrochloride, m.p. >250° C. Active (1/1) at 30 mg/kg. Starting materials: Cl.C(C)OC(C[C@@H]([C@@H](N)CC(C)C)O)=O (Statine ethyl ester hydrochloride), CN1CCOCC1 (N-methyl-morpholine), C(C)(C)(C)OC(=O)N[C@@H]([C@@H](C)CC)C(=O)O (N-(t-butyloxycarbonyl)-L-isoleucine), ON1N=NC2=C1C=CC=C2 (N-hydroxybenzotriazole), CC1=CC=C(C=C1)S(=O)(=O)[O-].C[N+]1(CCOCC1)CCN=C=NC2CCCCC2 (1-cyclohexyl-3-(2-morpholinoethyl)carbodiimide metho-p-toluene sulfonate). Run in C(Cl)Cl (methylene chloride). Reaction conditions: temperature 20 celsius, time 19 hour. The product is C(C)OC(C[C@@H]([C@@H](N)CC(C)C)O)=O.C(C)(C)(C)OC(=O)N[C@@H]([C@@H](C)CC)C(=O)O ([N-(t-butyloxycarbonyl)-Isoleucine]-Statine Ethyl Ester). RXN SMILES: Cl.[CH2:2]([O:4][C:5](=[O:15])[CH2:6][C@H:7]([OH:14])[C@H:8]([CH2:10][CH:11]([CH3:13])[CH3:12])[NH2:9])[CH3:3].CN1CCOCC1.[C:23]([O:27][C:28]([NH:30][C@H:31]([C:36]([OH:38])=[O:37])[C@H:32]([CH2:34][CH3:35])[CH3:33])=[O:29])([CH3:26])([CH3:25])[CH3:24].ON1C2C=CC=CC=2N=N1.CC1C=CC(S([O-])(=O)=O)=CC=1.C[N+]1(CCN=C=NC2CCCCC2)CCOCC1>C(Cl)Cl>[CH2:2]([O:4][C:5](=[O:15])[CH2:6][C@H:7]([OH:14])[C@H:8]([CH2:10][CH:11]([CH3:12])[CH3:13])[NH2:9])[CH3:3].[C:23]([O:27][C:28]([NH:30][C@H:31]([C:36]([OH:38])=[O:37])[C@H:32]([CH2:34][CH3:35])[CH3:33])=[O:29])([CH3:24])([CH3:26])[CH3:25] |f:0.1,5.6,8.9|. Procedure details: Statine ethyl ester hydrochloride (717 mg., 3 mmoles), N-methyl-morpholine (304 mg., 3 mmoles), N-(t-butyloxycarbonyl)-L-isoleucine 1/2H2O (865 mg., 3.6 mmoles), N-hydroxybenzotriazole (486 mg., 3.6 mmoles) and 1-cyclohexyl-3-(2-morpholinoethyl)carbodiimide metho-p-toluene sulfonate (1.91 g., 80% pure, 3.6 mmoles) were added sequentially to 100 ml. of methylene chloride at 0° C. and the resulting solution allowed to stir for 19 hours at 20° C. The reaction mixture was then washed consecutively w... Reactants: NC=1C=C(C=CC1)CCS(=O)(=O)N (2-(3-Aminophenyl)ethanesulfonamide), ClC1=NC=CC(=C1)C1=C(C=CC=C1)OC (2-Chloro-4-(2-methoxyphenyl)pyridine). Yields the product COC1=C(C=CC=C1)C1=CC(=NC=C1)NC=1C=C(C=CC1)CCS(=O)(=O)N (2-[3-((4-(2-Methoxyphenyl)pyridin-2-yl)amino)phenyl]-ethanesulfonamide). Yield: 2.3%. As a reaction SMILES: [NH2:1][C:2]1[CH:3]=[C:4]([CH2:8][CH2:9][S:10]([NH2:13])(=[O:12])=[O:11])[CH:5]=[CH:6][CH:7]=1.Cl[C:15]1[CH:20]=[C:19]([C:21]2[CH:26]=[CH:25][CH:24]=[CH:23][C:22]=2[O:27][CH3:28])[CH:18]=[CH:17][N:16]=1>>[CH3:28][O:27][C:22]1[CH:23]=[CH:24][CH:25]=[CH:26][C:21]=1[C:19]1[CH:18]=[CH:17][N:16]=[C:15]([NH:1][C:2]2[CH:3]=[C:4]([CH2:8][CH2:9][S:10]([NH2:13])(=[O:11])=[O:12])[CH:5]=[CH:6][CH:7]=2)[CH:20]=1. Procedure: H1 was prepared from A6 (92 mg, 0.46 mmol) and A1 (100 mg, 0.46 mmol) following the procedure reported for G1 and obtained as a pale yellow amorphous solid (4 mg, 2%). 1H NMR (400 MHz, d6-DMSO, 300K) δ 2.95-3.03 (m, 2H), 3.21-3.29 (m, 2H), 3.81 (s, 3H), 6.87 (bs, 2H), 6.93-7.01 (m, 2H), 7.07 (t, J=7.5 Hz, 1H), 7.10-7.14 (m, 1H), 7.16 (d, J=8.5 Hz, 1H), 7.29 (t, J=8.0 Hz, 1H), 7.36-7.47 (m, 4H), 8.07 (d, J=5.4 Hz, 1H), 9.67 (bs, 1H). MS (ES) C20H21N3O3S requires: 383. found: 384 (M+H)+. Starting materials: COc1cc2ncnc(Nc3nc4ccc(N)cc4s3)c2cc1OC, O=C(Cl)c1ccc(C(F)(F)F)cc1. Yields the product COc1cc2ncnc(Nc3nc4ccc(NC(=O)c5ccc(C(F)(F)F)cc5)cc4s3)c2cc1OC. RXN SMILES: [CH3:14][O:15][c:16]1[cH:17][c:18]2[c:19]([NH:28][c:29]3[s:30][c:31]4[c:32]([n:33]3)[cH:34][cH:35][c:36]([NH2:38])[cH:37]4)[n:20][cH:21][n:22][c:23]2[cH:24][c:25]1[O:26][CH3:27].[F:1][C:2]([c:3]1[cH:4][cH:5][c:6]([C:7](=[O:8])[Cl:9])[cH:10][cH:11]1)([F:12])[F:13]>>[F:1][C:2]([c:3]1[cH:4][cH:5][c:6]([C:7](=[O:8])[NH:38][c:36]2[cH:35][cH:34][c:32]3[c:31]([s:30][c:29]([NH:28][c:19]4[c:18]5[cH:17][c:16]([O:15][CH3:14])[c:25]([O:26][CH3:27])[cH:24][c:23]5[n:22][cH:21][n:20]4)[n:33]3)[cH:37]2)[cH:10][cH:11]1)([F:12])[F:13]. Starting materials: Example 2-1, CC1=CC=C(C=C1)S(=O)(=O)OCC1CCCC1 (cyclopentylmethyl 4-methylbenzenesulfonate), O (water), C(CCC)[Li] (n-butyllithium), COC1=NC(=CC=C1C)CC1=CC=C(C=C1)SC (2-methoxy-3-methyl-6-[4-(methylsulfanyl)benzyl]pyridine). Solvent: O1CCCC1 (tetrahydrofuran), O1CCCC1 (tetrahydrofuran), CCCCCC (hexane). Reaction conditions: temperature -35 celsius, time 30 minute. Product: C1(CCCC1)CC(C1=CC=C(C=C1)SC)C1=CC=C(C(=N1)OC)C (6-{2-cyclopentyl-1-[4-(methylsulfanyl)phenyl]ethyl}-2-methoxy-3-methylpyridine). RXN SMILES: C([Li])CCC.[CH3:6][O:7][C:8]1[C:13]([CH3:14])=[CH:12][CH:11]=[C:10]([CH2:15][C:16]2[CH:21]=[CH:20][C:19]([S:22][CH3:23])=[CH:18][CH:17]=2)[N:9]=1.CC1C=CC(S(O[CH2:35][CH:36]2[CH2:40][CH2:39][CH2:38][CH2:37]2)(=O)=O)=CC=1.O>CCCCCC.O1CCCC1>[CH:36]1([CH2:35][CH:15]([C:10]2[N:9]=[C:8]([O:7][CH3:6])[C:13]([CH3:14])=[CH:12][CH:11]=2)[C:16]2[CH:17]=[CH:18][C:19]([S:22][CH3:23])=[CH:20][CH:21]=2)[CH2:40][CH2:39][CH2:38][CH2:37]1. Procedure details: A solution of 2.46 M n-butyllithium in hexane (1.11 mL) was added to a solution of 2-methoxy-3-methyl-6-[4-(methylsulfanyl)benzyl]pyridine obtained in Reference Example 2-1 (400 mg) in tetrahydrofuran (5 mL) in the presence of an argon gas at −78° C., and the mixture was stirred at −35° C. for 30 minutes. The reaction solution was cooled again to −78° C. and a solution of cyclopentylmethyl 4-methylbenzenesulfonate (549 mg) in tetrahydrofuran (3 mL) was added, after which the mixture was stirred ... Starting materials: ClC=1C=C2C=CNC2=CC1 (5-chloro-1H-indole), [Cl-].FC(C1=C(C=[N+](C)C)C=CC=C1)(F)F ((2-trifluoromethyl-benzylidene)-dimethylammonium chloride), FC(C1=C(C=O)C=CC=C1)(F)F (2-trifluoromethyl-benzaldehyde), CNC (dimethylamine). The product is ClC=1C=C2C(=CNC2=CC1)C(C1=C(C=CC=C1)C(F)(F)F)N(C)C ([(5-Chloro-1H-indol-3-yl)-(2-trifluoromethyl-phenyl)-methyl]-dimethyl-amine). As a reaction SMILES: [Cl:1][C:2]1[CH:3]=[C:4]2[C:8](=[CH:9][CH:10]=1)[NH:7][CH:6]=[CH:5]2.[Cl-].[F:12][C:13]([F:25])([F:24])[C:14]1[CH:23]=[CH:22][CH:21]=[CH:20][C:15]=1[CH:16]=[N+:17]([CH3:19])[CH3:18].FC(F)(F)C1C=CC=CC=1C=O.CNC>>[Cl:1][C:2]1[CH:3]=[C:4]2[C:8](=[CH:9][CH:10]=1)[NH:7][CH:6]=[C:5]2[CH:16]([N:17]([CH3:19])[CH3:18])[C:15]1[CH:20]=[CH:21][CH:22]=[CH:23][C:14]=1[C:13]([F:12])([F:24])[F:25] |f:1.2|. Reported procedure: The preparation was carried out in accordance with general synthesis instructions 4 from 5-chloro-1H-indole and (2-trifluoromethyl-benzylidene)-dimethylammonium chloride, which had been prepared in accordance with example 44 from 2-trifluoromethyl-benzaldehyde and dimethylamine. Reactants: resultant mixture, Cl (hydrochloric acid), C(C)(=O)OCC (ethyl acetate), ClCC(=C)[C@@H]1[C@H](C(N1)=O)[C@@H](C)OC(=O)OCC1=CC=CC=C1 ((3S,4S)-4-(1-chloromethylethenyl)-3-(1-(R)-benzyloxycarbonyloxyethyl)-2-azetidinone), cuprous oxide, C1(=CC=C(C=C1)S(=O)(=O)O)C (p-toluenesulfonic acid). Run in [Cl-].[Na+].O (Brine), C(C)OCC (diethyl ether), CS(=O)C (dimethylsulfoxide), O (water). Conditions: time 0.5 hour. Yields the product OCC(=C)[C@@H]1[C@H](C(N1)=O)[C@@H](C)OC(=O)OCC1=CC=CC=C1 ((3S,4S)-4-(1-hydroxymethylethenyl)-3-(1-(R)-benzyloxycarbonyloxyethyl)-2-azetidinone). As a reaction SMILES: Cl[CH2:2][C:3]([C@H:5]1[NH:8][C:7](=[O:9])[C@@H:6]1[C@H:10]([O:12][C:13]([O:15][CH2:16][C:17]1[CH:22]=[CH:21][CH:20]=[CH:19][CH:18]=1)=[O:14])[CH3:11])=[CH2:4].C1(C)C=CC(S(O)(=O)=[O:30])=CC=1.Cl.C(OCC)(=O)C>CS(C)=O.O.[Cl-].[Na+].O.C(OCC)C>[OH:30][CH2:2][C:3]([C@H:5]1[NH:8][C:7](=[O:9])[C@@H:6]1[C@H:10]([O:12][C:13]([O:15][CH2:16][C:17]1[CH:22]=[CH:21][CH:20]=[CH:19][CH:18]=1)=[O:14])[CH3:11])=[CH2:4] |f:6.7.8|. Procedure details: To a solution of (3S,4S)-4-(1-chloromethylethenyl)-3-(1-(R)-benzyloxycarbonyloxyethyl)-2-azetidinone (100 g) in dimethylsulfoxide (800 ml) and water (200 ml) were added cuprous oxide (57.6 g) and p-toluenesulfonic acid (107 g), and the resultant mixture was stirred at 50° C. for 1.5 hours and then cooled down with ice-cooling. Brine (3 liters), 2N hydrochloric acid (1 liter), ethyl acetate (2 liters) and diethyl ether (2 liters) were poured into the reaction mixture, followed by stirring for 0.5... The product is COc1cc2nccc(Oc3ccc(NC(=O)NC4CC4)c(Cl)c3)c2cc1C(=O)NCC1CCN(C)CC1. RXN SMILES: [C:52](=[O:53])([OH:54])[O-:55].[C:59]([BH3-:60])#[N:61].[CH2:57]=[O:58].[CH3:63][CH2:64][O:65][C:66](=[O:67])[CH3:68].[CH3:69][C:70](=[O:71])[OH:72].[Cl:8][c:9]1[cH:10][c:11]([O:12][c:13]2[cH:14][cH:15][n:16][c:17]3[cH:18][c:19]([O:40][CH3:41])[c:20]([C:23](=[O:24])[NH:25][CH2:26][CH:27]4[CH2:28][CH2:29][N:30]([C:33]([O:34][C:35]([CH3:36])([CH3:37])[CH3:38])=[O:39])[CH2:31][CH2:32]4)[cH:21][c:22]23)[cH:42][cH:43][c:44]1[NH:45][C:46](=[O:47])[NH:48][CH:49]1[CH2:50][CH2:51]1.[Na+:56].[Na+:62].[OH:1][C:2]([C:3]([F:4])([F:5])[F:6])=[O:7]>>[Cl:8][c:9]1[cH:10][c:11]([O:12][c:13]2[cH:14][cH:15][n:16][c:17]3[cH:18][c:19]([O:40][CH3:41])[c:20]([C:23](=[O:24])[NH:25][CH2:26][CH:27]4[CH2:28][CH2:29][N:30]([CH3:33])[CH2:31][CH2:32]4)[cH:21][c:22]23)[cH:42][cH:43][c:44]1[NH:45][C:46](=[O:47])[NH:48][CH:49]1[CH2:50][CH2:51]1. Reactants: O=C([O-])O, [BH3-]C#N, C=O, CCOC(C)=O, CC(=O)O, COc1cc2nccc(Oc3ccc(NC(=O)NC4CC4)c(Cl)c3)c2cc1C(=O)NCC1CCN(C(=O)OC(C)(C)C)CC1, [Na+], [Na+], O=C(O)C(F)(F)F. Product: CCn1cc(C(=O)OCCOP(=O)(OCc2ccccc2)OCc2ccccc2)c(=O)c2cc(Br)cnc21. The reactants are CCn1cc(C(=O)OCCO)c(=O)c2cc(Br)cnc21, CC(C)OC(=O)N=NC(=O)OC(C)C, C1CCOC1, O=P(O)(OCc1ccccc1)OCc1ccccc1, c1ccc(P(c2ccccc2)c2ccccc2)cc1. Reaction SMILES: [Br:1][c:2]1[cH:3][c:4]2[c:5](=[O:20])[c:6]([C:14](=[O:15])[O:16][CH2:17][CH2:18][OH:19])[cH:7][n:8]([CH2:12][CH3:13])[c:9]2[n:10][cH:11]1.[O:59]=[C:60]([O:61][CH:62]([CH3:63])[CH3:64])[N:65]=[N:66][C:67]([O:68][CH:69]([CH3:70])[CH3:71])=[O:72].[O:73]1[CH2:74][CH2:75][CH2:76][CH2:77]1.[P:21](=[O:22])([O:23][CH2:24][c:25]1[cH:26][cH:27][cH:28][cH:29][cH:30]1)([O:31][CH2:32][c:33]1[cH:34][cH:35][cH:36][cH:37][cH:38]1)[OH:39].[c:40]1([P:41]([c:42]2[cH:43][cH:44][cH:45][cH:46][cH:47]2)[c:48]2[cH:49][cH:50][cH:51][cH:52][cH:53]2)[cH:54][cH:55][cH:56][cH:57][cH:58]1>>[Br:1][c:2]1[cH:3][c:4]2[c:5](=[O:20])[c:6]([C:14](=[O:15])[O:16][CH2:17][CH2:18][O:19][P:21](=[O:22])([O:23][CH2:24][c:25]3[cH:26][cH:27][cH:28][cH:29][cH:30]3)[O:31][CH2:32][c:33]3[cH:34][cH:35][cH:36][cH:37][cH:38]3)[cH:7][n:8]([CH2:12][CH3:13])[c:9]2[n:10][cH:11]1.